From a dataset of the Open Reaction Database (ORD), a public repository of structured organic reaction records. describe an organic reaction: reactants, conditions, products, and yield Reactants: C(C1=CC=CC=C1)C(=O)N[C@H](CO)C ((S)-2-(benzylcarbonylamino)-propanol), CC(=O)OI1(C=2C=CC=CC2C(=O)O1)(OC(=O)C)OC(=O)C (Dess-Martin periodinane). Run in C(Cl)Cl (CH2Cl2). Yields the product C(C1=CC=CC=C1)C(=O)N[C@H](C=O)C ((S)-2-(benzylcarbonylamino)-propionaldehyde). As a reaction SMILES: [CH2:1]([C:8]([NH:10][C@@H:11]([CH3:14])[CH2:12][OH:13])=[O:9])[C:2]1[CH:7]=[CH:6][CH:5]=[CH:4][CH:3]=1.CC(OI1(OC(C)=O)(OC(C)=O)OC(=O)C2C=CC=CC1=2)=O>C(Cl)Cl>[CH2:1]([C:8]([NH:10][C@@H:11]([CH3:14])[CH:12]=[O:13])=[O:9])[C:2]1[CH:7]=[CH:6][CH:5]=[CH:4][CH:3]=1. Reaction conditions: time 2 hour. Procedure: (S)-2-(benzylcarbonylamino)-propanol (5 g, 23.9 mmol) was dissolved in CH2Cl2 (200 mL) and treated with Dess-Martin periodinane (12.26 g, 1.1 eq). The mixture was stirred for 2 hours, then quenched with sodium thiosulphate, and the solvent removed in vacuo. The residue was then separated between sodium hydroxide (1M, 500 mL) and ethyl acetate (500 mL). The organics were washed with brine, dried (MgSO4) and evaporated in vacuo to yield a clear oil which was used immediately in the next step witho... The reactants are Cc1cc(S(=O)(=O)Cl)ccc1Br, CN, C1CCOC1. Yields the product CNS(=O)(=O)c1ccc(Br)c(C)c1. RXN SMILES: [Br:3][c:4]1[c:5]([CH3:14])[cH:6][c:7]([S:10](=[O:11])(=[O:12])[Cl:13])[cH:8][cH:9]1.[CH3:1][NH2:2].[O:15]1[CH2:16][CH2:17][CH2:18][CH2:19]1>>[CH3:1][NH:2][S:10]([c:7]1[cH:6][c:5]([CH3:14])[c:4]([Br:3])[cH:9][cH:8]1)(=[O:11])=[O:12]. The reactants are O=C([O-])[O-], Cc1ccc(S(=O)(=O)OCC2COCC(=O)N2C)cc1, CC#N, COc1cc(-n2ccc3cc(-c4ccc(Cl)cc4)sc3c2=O)ccc1O, [Cs+], [Cs+], [Na+], [OH-]. RXN SMILES: [C:1](=[O:2])([O-:3])[O-:4].[CH3:33][N:34]1[CH:35]([CH2:41][O:42][S:43]([c:44]2[cH:45][cH:46][c:47]([CH3:48])[cH:49][cH:50]2)(=[O:51])=[O:52])[CH2:36][O:37][CH2:38][C:39]1=[O:40].[CH3:55][C:56]#[N:57].[Cl:7][c:8]1[cH:9][cH:10][c:11](-[c:14]2[cH:15][c:16]3[c:17]([c:18](=[O:31])[n:19](-[c:22]4[cH:23][c:24]([O:29][CH3:30])[c:25]([OH:28])[cH:26][cH:27]4)[cH:20][cH:21]3)[s:32]2)[cH:12][cH:13]1.[Cs+:5].[Cs+:6].[Na+:54].[OH-:53]>>[Cl:7][c:8]1[cH:9][cH:10][c:11](-[c:14]2[cH:15][c:16]3[c:17]([c:18](=[O:31])[n:19](-[c:22]4[cH:23][c:24]([O:29][CH3:30])[c:25]([O:28][CH2:41][CH:35]5[N:34]([CH3:33])[C:39](=[O:40])[CH2:38][O:37][CH2:36]5)[cH:26][cH:27]4)[cH:20][cH:21]3)[s:32]2)[cH:12][cH:13]1. Product: COc1cc(-n2ccc3cc(-c4ccc(Cl)cc4)sc3c2=O)ccc1OCC1COCC(=O)N1C. Starting materials: [Br-], N#Cc1cccnc1, CCc1ccc(N)cc1, [K+]. The product is CCc1ccc(NC(=N)c2cccnc2)cc1. Reaction SMILES: [Br-:18].[C:1](#[N:2])[c:3]1[cH:4][n:5][cH:6][cH:7][cH:8]1.[CH2:9]([CH3:10])[c:11]1[cH:12][cH:13][c:14]([NH2:15])[cH:16][cH:17]1.[K+:19]>>[C:1](=[NH:2])([c:3]1[cH:4][n:5][cH:6][cH:7][cH:8]1)[NH:15][c:14]1[cH:13][cH:12][c:11]([CH2:9][CH3:10])[cH:17][cH:16]1. Reactants: CNS(=O)(=O)CCc1ccc(N)cc1, CC(C)Nc1nc2cc(N(C)c3ccnc(Cl)n3)ccc2n1C. Product: Cl, CNS(=O)(=O)CCc1ccc(Nc2nccc(N(C)c3ccc4c(c3)nc(NC(C)C)n4C)n2)cc1. RXN SMILES: [CH3:24][NH:25][S:26](=[O:27])(=[O:28])[CH2:29][CH2:30][c:31]1[cH:32][cH:33][c:34]([NH2:37])[cH:35][cH:36]1.[Cl:1][c:2]1[n:3][cH:4][cH:5][c:6]([N:8]([c:9]2[cH:10][c:11]3[c:12]([n:13]([CH3:20])[c:14]([NH:16][CH:17]([CH3:18])[CH3:19])[n:15]3)[cH:21][cH:22]2)[CH3:23])[n:7]1>>[ClH:1].[c:2]1([NH:37][c:34]2[cH:33][cH:32][c:31]([CH2:30][CH2:29][S:26]([NH:25][CH3:24])(=[O:27])=[O:28])[cH:36][cH:35]2)[n:3][cH:4][cH:5][c:6]([N:8]([c:9]2[cH:10][c:11]3[c:12]([n:13]([CH3:20])[c:14]([NH:16][CH:17]([CH3:18])[CH3:19])[n:15]3)[cH:21][cH:22]2)[CH3:23])[n:7]1. Starting materials: C(C)(C)(C)OC(=O)N1CCC(CC1)CCC1=CC=C2C(=NNC2=C1)C1CCN(CC1)CC(=O)OC(C)(C)C (4-{2-[3-(l-tert-butoxycarbonylmethyl-piperidin-4-yl)-1H-indazol-6-yl]-ethyl}-piperidine-1carboxylic acid tert-butyl ester), [H-].[Na+] (sodium hydride), ClC1=CC=C(CCl)C=C1 (4-chlorobenzyl chloride). Solvent: CN(C)C=O (DMF), CN(C)C=O (DMF). Reaction conditions: time 30 minute. Yields the product C(C)(C)(C)OC(=O)N1CCC(CC1)CCC1=CC=C2C(=NN(C2=C1)CC1=CC=C(C=C1)Cl)C1CCN(CC1)CC(=O)OC(C)(C)C (4-{2-[3-(1-tert-Butoxycarbonylmethyl-piperidin-4-yl)-1-(4-chloro-benzyl)-1H-indazol-6-yl]-ethyl}-piperidine-1carboxylic acid tert-butyl ester). The yield is 34.6%. Reaction SMILES: [C:1]([O:5][C:6]([N:8]1[CH2:13][CH2:12][CH:11]([CH2:14][CH2:15][C:16]2[CH:24]=[C:23]3[C:19]([C:20]([CH:25]4[CH2:30][CH2:29][N:28]([CH2:31][C:32]([O:34][C:35]([CH3:38])([CH3:37])[CH3:36])=[O:33])[CH2:27][CH2:26]4)=[N:21][NH:22]3)=[CH:18][CH:17]=2)[CH2:10][CH2:9]1)=[O:7])([CH3:4])([CH3:3])[CH3:2].[H-].[Na+].[Cl:41][C:42]1[CH:49]=[CH:48][C:45]([CH2:46]Cl)=[CH:44][CH:43]=1>CN(C=O)C>[C:1]([O:5][C:6]([N:8]1[CH2:13][CH2:12][CH:11]([CH2:14][CH2:15][C:16]2[CH:24]=[C:23]3[C:19]([C:20]([CH:25]4[CH2:26][CH2:27][N:28]([CH2:31][C:32]([O:34][C:35]([CH3:38])([CH3:37])[CH3:36])=[O:33])[CH2:29][CH2:30]4)=[N:21][N:22]3[CH2:46][C:45]3[CH:48]=[CH:49][C:42]([Cl:41])=[CH:43][CH:44]=3)=[CH:18][CH:17]=2)[CH2:10][CH2:9]1)=[O:7])([CH3:4])([CH3:3])[CH3:2] |f:1.2|. Procedure: A solution of 4-{2-[3-(l-tert-butoxycarbonylmethyl-piperidin-4-yl)-1H-indazol-6-yl]-ethyl}-piperidine-1carboxylic acid tert-butyl ester (0.25 g, 0.475 mmol) in dry DMF (5 ml) was treated with sodium hydride (0.021 g, 0.523 mmol, 60% dispersion in oil) and the mixture was stirred at 23° under nitrogen for 30 min. A solution of 4-chlorobenzyl chloride (0.080 g, 0.497 mmol; Aldrich) in DMF (5 ml) was added and the mixture was stirred at 23° for 20 h. The solvent was removed in vacuo, the residue tr... The reactants are CCN=C=NCCC[N+](C)(C)C.[I-] (1-[3-(dimethylamino)propyl]-3-ethylcarbodiimide methiodide), resultant mixture, OC1=C(C=C(C=C1)C=1C=C(NC(N1)=O)C1=CC=C(C(=O)O)C=C1)C (4-(6-(4-hydroxy-3-methylphenyl)-2-oxo-2,3-dihydropyrimidin-4-yl)benzoic acid), CN(CCNCC)C (N,N-dimethyl-N′-ethylethylenediamine), ON1N=NC2=C1C=CC=C2 (1-hydroxybenzotriazole). The solvent is ClC(C)Cl (dichloroethane), CN(C=O)C (N,N-dimethylformamide). The product is CN(CCN(C(C1=CC=C(C=C1)C=1NC(N=C(C1)C1=CC(=C(C=C1)O)C)=O)=O)CC)C (N-[2-(dimethylamino)ethyl]-N-ethyl-4-[6-(4-hydroxy-3-methylphenyl)-2-oxo-2,3-dihydropyrimidin-4-yl]benzamid). The yield is 17.8%. As a reaction SMILES: [OH:1][C:2]1[CH:7]=[CH:6][C:5]([C:8]2[CH:9]=[C:10]([C:15]3[CH:23]=[CH:22]C(C(O)=O)=[CH:17][CH:16]=3)[NH:11][C:12](=[O:14])[N:13]=2)=[CH:4][C:3]=1[CH3:24].[CH3:25][N:26]([CH3:32])[CH2:27][CH2:28][NH:29][CH2:30][CH3:31].[OH:33]N1C2C=CC=CC=2N=N1.CCN=C=NC[CH2:49][CH2:50][N+](C)(C)C.[I-]>ClC(Cl)C.CN(C)C=O>[CH3:25][N:26]([CH3:32])[CH2:27][CH2:28][N:29]([CH2:49][CH3:50])[C:30](=[O:33])[C:31]1[CH:22]=[CH:23][C:15]([C:10]2[NH:11][C:12](=[O:14])[N:13]=[C:8]([C:5]3[CH:6]=[CH:7][C:2]([OH:1])=[C:3]([CH3:24])[CH:4]=3)[CH:9]=2)=[CH:16][CH:17]=1 |f:3.4|. Procedure: To a solution of 4-(6-(4-hydroxy-3-methylphenyl)-2-oxo-2,3-dihydropyrimidin-4-yl)benzoic acid (16.9 mg, 48 μmol) and N,N-dimethyl-N′-ethylethylenediamine (4.6 mg, 40 μmol) in dichloroethane (1.25 mL) and N,N-dimethylformamide (0.79 mL) was added 1-hydroxybenzotriazole (6.8 mg, 50 μmol) followed by 1-[3-(dimethylamino)propyl]-3-ethylcarbodiimide methiodide (17.8 mg, 60 μmol). The resultant mixture was stirred at room temperature for 15 hours. The reaction mixture was concentrated in vacuo. Purifi... Starting materials: FC1=C(C=CC(=C1)B1OC(C(O1)(C)C)(C)C)C=1C=NC(=NC1)N (5-(2-fluoro-4-(4,4,5,5-tetramethyl-1,3,2-dioxaborolan-2-yl)phenyl)pyrimidin-2-amine), BrC1=C(C=CC=C1)S(=O)(=O)C1CC1 (1-bromo-2-(cyclopropylsulfonyl)benzene). The product is C1(CC1)S(=O)(=O)C1=C(C=CC=C1)C1=CC(=C(C=C1)C=1C=NC(=NC1)N)F (5-[2′-(Cyclopropylsulfonyl)-3-fluorobiphenyl-4-yl]pyrimidin-2-amine). As a reaction SMILES: [F:1][C:2]1[CH:7]=[C:6](B2OC(C)(C)C(C)(C)O2)[CH:5]=[CH:4][C:3]=1[C:17]1[CH:18]=[N:19][C:20]([NH2:23])=[N:21][CH:22]=1.Br[C:25]1[CH:30]=[CH:29][CH:28]=[CH:27][C:26]=1[S:31]([CH:34]1[CH2:36][CH2:35]1)(=[O:33])=[O:32]>>[CH:34]1([S:31]([C:26]2[CH:27]=[CH:28][CH:29]=[CH:30][C:25]=2[C:6]2[CH:5]=[CH:4][C:3]([C:17]3[CH:22]=[N:21][C:20]([NH2:23])=[N:19][CH:18]=3)=[C:2]([F:1])[CH:7]=2)(=[O:32])=[O:33])[CH2:36][CH2:35]1. Procedure: The title compound was prepared using methods analogous to those described in Example 376 using 5-(2-fluoro-4-(4,4,5,5-tetramethyl-1,3,2-dioxaborolan-2-yl)phenyl)pyrimidin-2-amine and 1-bromo-2-(cyclopropylsulfonyl)benzene. MS (ESI): mass calcd. for C19H16FN3O2S, 369.10; m/z found, 370.0 [M+H]+. 1H NMR (400 MHz, CDCl3) δ 8.59 (d, J=1.5, 2H), 8.14 (dd, J=7.9, 1.5, 1H), 7.70-7.63 (m, 1H), 7.62-7.54 (m, 1H), 7.45 (m, 1H), 7.41-7.28 (m, 3H), 5.23 (s, 2H), 2.19-2.06 (m, 1H), 1.16-1.07 (m, 2H), 0.93-0... Starting materials: C(C)(=O)NC1=C(C=C(C=C1)SCC1=CC=CC=C1)[N+](=O)[O-] (1-acetamido-2-nitro-4-benzylthiobenzene), ferrous sulfate, O (water). Reagents/catalysts: [Fe] (iron). Solvent: CO (methanol). Yields the product C(C)(=O)NC1=C(C=C(C=C1)SCC1=CC=CC=C1)N (1-acetamido-2-amino-4-benzylthiobenzene). RXN SMILES: [C:1]([NH:4][C:5]1[CH:10]=[CH:9][C:8]([S:11][CH2:12][C:13]2[CH:18]=[CH:17][CH:16]=[CH:15][CH:14]=2)=[CH:7][C:6]=1[N+:19]([O-])=O)(=[O:3])[CH3:2].O>[Fe].CO>[C:1]([NH:4][C:5]1[CH:10]=[CH:9][C:8]([S:11][CH2:12][C:13]2[CH:18]=[CH:17][CH:16]=[CH:15][CH:14]=2)=[CH:7][C:6]=1[NH2:19])(=[O:3])[CH3:2]. Procedure details: 2.4 G. of 1-acetamido-2-nitro-4-benzylthiobenzene is treated with 2.4 g. iron powder and 1.2 g. ferrous sulfate in a mixture of 60 ml. water and 240 ml. methanol, at reflux for 4 hours. The mixture is then filtered, the filtrate concentrated and the residue recrystallized from benzene. Pure 1-acetamido-2-amino-4-benzylthiobenzene is obtained. Starting materials: C=CC(=O)Cl, C=CCC1(NCc2cccc3c2ccn3S(=O)(=O)c2ccc(C)cc2)CCN(C(=O)OC(C)(C)C)CC1, CCN(C(C)C)C(C)C, ClCCl. The product is C=CCC1(N(Cc2cccc3c2ccn3S(=O)(=O)c2ccc(C)cc2)C(=O)C=C)CCN(C(=O)OC(C)(C)C)CC1. As a reaction SMILES: [C:1]([CH:2]=[CH2:3])(=[O:4])[Cl:5].[CH2:6]([CH:7]=[CH2:8])[C:9]1([NH:22][CH2:23][c:24]2[c:25]3[cH:26][cH:27][n:28]([S:33](=[O:34])(=[O:35])[c:36]4[cH:37][cH:38][c:39]([CH3:40])[cH:41][cH:42]4)[c:29]3[cH:30][cH:31][cH:32]2)[CH2:10][CH2:11][N:12]([C:15](=[O:16])[O:17][C:18]([CH3:19])([CH3:20])[CH3:21])[CH2:13][CH2:14]1.[CH:43]([N:44]([CH:45]([CH3:46])[CH3:47])[CH2:48][CH3:49])([CH3:50])[CH3:51].[Cl:52][CH2:53][Cl:54]>>[C:1]([CH:2]=[CH2:3])(=[O:4])[N:22]([C:9]1([CH2:6][CH:7]=[CH2:8])[CH2:10][CH2:11][N:12]([C:15](=[O:16])[O:17][C:18]([CH3:19])([CH3:20])[CH3:21])[CH2:13][CH2:14]1)[CH2:23][c:24]1[c:25]2[cH:26][cH:27][n:28]([S:33](=[O:34])(=[O:35])[c:36]3[cH:37][cH:38][c:39]([CH3:40])[cH:41][cH:42]3)[c:29]2[cH:30][cH:31][cH:32]1.